This data is from the Open Reaction Database (ORD), a public repository of structured organic reaction records. The task is: describe an organic reaction: reactants, conditions, products, and yield Starting materials: [BH3-]C#N, CC(C)(NC1=CC(c2cccc(OC3CC3)c2)N(c2ccc(C(F)(F)F)cc2)C1=O)c1ccc(C(F)(F)F)nc1, CC(=O)O, [Na+]. Product: CC(C)(NC1CC(c2cccc(OC3CC3)c2)N(c2ccc(C(F)(F)F)cc2)C1=O)c1ccc(C(F)(F)F)nc1. Reaction SMILES: [C:41]([BH3-:42])#[N:43].[CH3:1][C:2]([CH3:3])([c:4]1[cH:5][n:6][c:7]([C:10]([F:11])([F:12])[F:13])[cH:8][cH:9]1)[NH:14][C:15]1=[CH:19][CH:18]([c:20]2[cH:21][c:22]([O:26][CH:27]3[CH2:28][CH2:29]3)[cH:23][cH:24][cH:25]2)[N:17]([c:30]2[cH:31][cH:32][c:33]([C:36]([F:37])([F:38])[F:39])[cH:34][cH:35]2)[C:16]1=[O:40].[CH3:45][C:46](=[O:47])[OH:48].[Na+:44]>>[CH3:1][C:2]([CH3:3])([c:4]1[cH:5][n:6][c:7]([C:10]([F:11])([F:12])[F:13])[cH:8][cH:9]1)[NH:14][CH:15]1[C:16](=[O:40])[N:17]([c:30]2[cH:31][cH:32][c:33]([C:36]([F:37])([F:38])[F:39])[cH:34][cH:35]2)[CH:18]([c:20]2[cH:21][c:22]([O:26][CH:27]3[CH2:28][CH2:29]3)[cH:23][cH:24][cH:25]2)[CH2:19]1.